Task: describe an organic reaction: reactants, conditions, products, and yield. Dataset: the Open Reaction Database (ORD), a public repository of structured organic reaction records Reactants: BrC1=CC=C(C=C1)C(CCCCBr)Br (1-bromo-4-(1,5-dibromopentyl)benzene), ClC=1C=C(C=C(C1)Cl)N1C(N(CC1=O)C)=O (3-(3,5-dichlorophenyl)-1-methylimidazolidine-2,4-dione). The product is BrC1=CC=C(C=C1)[C@H]1[C@@]2(C(N(C(N2C)=O)C2=CC(=CC(=C2)Cl)Cl)=O)CCCC1 ((5R*,6S*)-6-(4-Bromophenyl)-3-(3,5-dichlorophenyl)-1-methyl-1,3-diazaspiro[4.5]decane-2,4-dione), solid. RXN SMILES: [Br:1][C:2]1[CH:7]=[CH:6][C:5]([CH:8](Br)[CH2:9][CH2:10][CH2:11][CH2:12]Br)=[CH:4][CH:3]=1.[Cl:15][C:16]1[CH:17]=[C:18]([N:23]2[C:27](=[O:28])[CH2:26][N:25]([CH3:29])[C:24]2=[O:30])[CH:19]=[C:20]([Cl:22])[CH:21]=1>>[Br:1][C:2]1[CH:7]=[CH:6][C:5]([C@@H:8]2[CH2:9][CH2:10][CH2:11][CH2:12][C@:26]32[N:25]([CH3:29])[C:24](=[O:30])[N:23]([C:18]2[CH:17]=[C:16]([Cl:15])[CH:21]=[C:20]([Cl:22])[CH:19]=2)[C:27]3=[O:28])=[CH:4][CH:3]=1. Reported procedure: Using the same procedure as in Example 1 starting from 1-bromo-4-(1,5-dibromopentyl)benzene (4.2 g, 10.9 mmol) (Preparation 14) and 3-(3,5-dichlorophenyl)-1-methylimidazolidine-2,4-dione (2.59 g, 10 mmol), the above titled compound was obtained as a white solid (3.1 g, mp=118° C.). 1H NMR (CDCl3): 7.41 (2H, d, J=8.4 Hz), 7.30 (1H, m), 7.00 (2H, d, J=8.4 Hz), 6.90 (2H, m), 3.03 (3H, s), 2.91 (1H, dd, J1=12.9 Hz, J2=3.6 Hz), 2.55 (1H, dq), 2.1-2.3 (1H, m), 1.8-2.05 (5H, m), 1.3-1.6 (1 H, m). The reactants are CCOC(=O)C1(SCc2ccc(OC)cc2)CC1, CCO, [Li+], C1CCOC1, [OH-], O, O. Yields the product COc1ccc(CSC2(C(=O)O)CC2)cc1. RXN SMILES: [C:1](=[O:2])([O:3][CH2:4][CH3:5])[C:6]1([S:9][CH2:10][c:11]2[cH:12][cH:13][c:14]([O:17][CH3:18])[cH:15][cH:16]2)[CH2:7][CH2:8]1.[CH3:22][CH2:23][OH:24].[Li+:21].[O:26]1[CH2:27][CH2:28][CH2:29][CH2:30]1.[OH-:20].[OH2:19].[OH2:25]>>[C:1](=[O:2])([OH:3])[C:6]1([S:9][CH2:10][c:11]2[cH:12][cH:13][c:14]([O:17][CH3:18])[cH:15][cH:16]2)[CH2:7][CH2:8]1.